This data is from the Open Reaction Database (ORD), a public repository of structured organic reaction records. The task is: describe an organic reaction: reactants, conditions, products, and yield Procedure details: To a solution of (2-methyl-4-(p-tolyl)-5,6,7,8-tetrahydro[1]benzothieno[2,3-b]pyridin-3-yl)methanol (0.323 g; 1 mmol) in dry dichloromethane (5 mL) were added triphenylphosphine (0.314 g; 1.2 mmol) and carbon tetrabromide (0.431 g; 1.3 mmol). The resulting solution was stirred for 21 h. The volatiles were removed under reduced pressure and the remaining residue was purified by flash chromatography on silica gel using a gradient of ethyl acetate (1-30%) in heptane to afford 0.310 g (80%) of the t... Product: CC1=C(C(=C2C(=N1)SC1=C2CCCC1)C1=CC=C(C=C1)C)CBr ([2-methyl-4-(p-tolyl)-5,6,7,8-tetrahydro[1]benzothieno[2,3-b]pyridin-3-yl]bromomethane). Yield: 80.2%. Run in ClCCl (dichloromethane). The reactants are CC1=C(C(=C2C(=N1)SC1=C2CCCC1)C1=CC=C(C=C1)C)CO ((2-methyl-4-(p-tolyl)-5,6,7,8-tetrahydro[1]benzothieno[2,3-b]pyridin-3-yl)methanol), C1(=CC=CC=C1)P(C1=CC=CC=C1)C1=CC=CC=C1 (triphenylphosphine), C(Br)(Br)(Br)Br (carbon tetrabromide). Reaction SMILES: [CH3:1][C:2]1[N:7]=[C:6]2[S:8][C:9]3[CH2:14][CH2:13][CH2:12][CH2:11][C:10]=3[C:5]2=[C:4]([C:15]2[CH:20]=[CH:19][C:18]([CH3:21])=[CH:17][CH:16]=2)[C:3]=1[CH2:22]O.C1(P(C2C=CC=CC=2)C2C=CC=CC=2)C=CC=CC=1.C(Br)(Br)(Br)[Br:44]>ClCCl>[CH3:1][C:2]1[N:7]=[C:6]2[S:8][C:9]3[CH2:14][CH2:13][CH2:12][CH2:11][C:10]=3[C:5]2=[C:4]([C:15]2[CH:20]=[CH:19][C:18]([CH3:21])=[CH:17][CH:16]=2)[C:3]=1[CH2:22][Br:44]. Reaction conditions: time 21 hour.